This data is from the Open Reaction Database (ORD), a public repository of structured organic reaction records. The task is: describe an organic reaction: reactants, conditions, products, and yield Reactants: CCCCCC, Cc1cn[nH]c1, CN(C)C=O, O=C(c1ccc(F)cc1Cl)N1Cc2cccn2Cc2ccccc21, [H-], [Na+]. As a reaction SMILES: [CH3:27][CH2:28][CH2:29][CH2:30][CH2:31][CH3:32].[CH3:33][c:34]1[cH:35][n:36][nH:37][cH:38]1.[CH3:39][N:40]([CH3:41])[CH:42]=[O:43].[Cl:1][c:2]1[c:3]([C:9](=[O:10])[N:11]2[CH2:12][c:13]3[n:14]([cH:22][cH:23][cH:24]3)[CH2:15][c:16]3[c:17]2[cH:18][cH:19][cH:20][cH:21]3)[cH:4][cH:5][c:6]([F:8])[cH:7]1.[H-:25].[Na+:26]>>[Cl:1][c:2]1[c:3]([C:9](=[O:10])[N:11]2[CH2:12][c:13]3[n:14]([cH:22][cH:23][cH:24]3)[CH2:15][c:16]3[c:17]2[cH:18][cH:19][cH:20][cH:21]3)[cH:4][cH:5][c:6](-[n:36]2[cH:35][c:34]([CH3:33])[cH:38][n:37]2)[cH:7]1. The product is Cc1cnn(-c2ccc(C(=O)N3Cc4cccn4Cc4ccccc43)c(Cl)c2)c1. Reactants: COC1=CC=C(COC=2C=C(CCl)C=CC2OCC2=CC=C(C=C2)OC)C=C1 (3,4-bis(p-methoxybenzyloxy)benzyl chloride), CN1CCNCC1 (N-methylpiperazine), C([O-])([O-])=O.[K+].[K+] (potassium carbonate). Solvent: CN(C=O)C (dimethylformamide). Product: COC1=CC=C(COC=2C=C(CN3CCN(CC3)C)C=CC2OCC2=CC=C(C=C2)OC)C=C1 (1-(3,4-bis(p-methoxybenzyloxy)benzyl)-4-methylpiperazine). RXN SMILES: [CH3:1][O:2][C:3]1[CH:28]=[CH:27][C:6]([CH2:7][O:8][C:9]2[CH:10]=[C:11]([CH:14]=[CH:15][C:16]=2[O:17][CH2:18][C:19]2[CH:24]=[CH:23][C:22]([O:25][CH3:26])=[CH:21][CH:20]=2)[CH2:12]Cl)=[CH:5][CH:4]=1.[CH3:29][N:30]1[CH2:35][CH2:34][NH:33][CH2:32][CH2:31]1.C(=O)([O-])[O-].[K+].[K+]>CN(C)C=O>[CH3:1][O:2][C:3]1[CH:28]=[CH:27][C:6]([CH2:7][O:8][C:9]2[CH:10]=[C:11]([CH:14]=[CH:15][C:16]=2[O:17][CH2:18][C:19]2[CH:24]=[CH:23][C:22]([O:25][CH3:26])=[CH:21][CH:20]=2)[CH2:12][N:33]2[CH2:34][CH2:35][N:30]([CH3:29])[CH2:31][CH2:32]2)=[CH:5][CH:4]=1 |f:2.3.4|. Reported procedure: A solution of 3,4-bis(p-methoxybenzyloxy)benzyl chloride (2.58 g: 6.47 mMol.), N-methylpiperazine (777 mg: 1.2 Eq.), and potassium carbonate (893 mg; 1 Eq.) in dimethylformamide (7 ml) is stirred at room temperature for 3 hours. The reaction mixture is filtered to remove solid and concentrated under reduced pressure. The residue is washed with n-hexane to give 1-(3,4-bis(p-methoxybenzyloxy)benzyl)-4-methylpiperazine. Yield: nearly quantitative. Reactants: NC1=C(C=CC(=C1)C(F)(F)F)C(C)=O (1-(2-amino-4-(trifluoromethyl)phenyl)ethanone), ClC(CC(=O)OCC)=O (ethyl 3-chloro-3-oxopropanoate), Cl (hydrochloric acid), CCN(C(C)C)C(C)C (DIPEA), [Cl-].C[NH2+]C (dimethylammoniumchlorid). Run in CC#N (MeCN), O (water), CCOC(=O)C (EtOAc), O (water). Conditions: temperature 100 celsius, time 16 hour. Yields the product C(C)OC(=O)C=1C(=NC2=CC(=CC=C2C1C)C(F)(F)F)CN(C)C (2-((dimethylamino)methyl)-4-methyl-7-(trifluoromethyl)quinoline-3-carboxylic acid ethyl ester). Isolated yield 46.0%. As a reaction SMILES: [NH2:1][C:2]1[CH:7]=[C:6]([C:8]([F:11])([F:10])[F:9])[CH:5]=[CH:4][C:3]=1[C:12](=O)[CH3:13].Cl[C:16](=O)[CH2:17][C:18]([O:20][CH2:21][CH3:22])=[O:19].Cl.C[CH2:26][N:27]([CH:31](C)C)[CH:28](C)C.[Cl-].C[NH2+]C>CCOC(C)=O.O.CC#N>[CH2:21]([O:20][C:18]([C:17]1[C:16]([CH2:26][N:27]([CH3:31])[CH3:28])=[N:1][C:2]2[C:3]([C:12]=1[CH3:13])=[CH:4][CH:5]=[C:6]([C:8]([F:11])([F:10])[F:9])[CH:7]=2)=[O:19])[CH3:22] |f:4.5|. Procedure details: A mixture of 1.0 g (5.0 mmol) 1-(2-amino-4-(trifluoromethyl)phenyl)ethanone, 3.4 ml (25.0 mmol) ethyl 3-chloro-3-oxopropanoate and 435 μl (5.0 mmol) conc. hydrochloric acid was heated in a sealed vessel in the MW to 100° C. for 30 min. The mixture was subsequently diluted with EtOAc and water. The organic phase was separated, washed with a 1M aq. NaHCO3 sol., dried over MgSO4 and concentrated in a vacuum. The raw product (1.14 g) obtained after CC (EtOAc/hexane 3:17) of the residue was dissolved... The reactants are C(C)OC(=O)C1C(C12C=C(C1=CC=CC=C21)Cl)(C)C (3'-chloro-3,3-dimethyl-spiro[cyclopropane-1,1'-indene]-2-carboxylic acid ethyl ester), [OH-].[K+] (potassium hydroxide). Solvent: O (water), C(C)O (ethanol), O (water). Product: ClC1=CC2(C3=CC=CC=C13)C(C2(C)C)C(=O)O (3'-chloro-3,3-dimethyl-spiro[cyclopropane-1,1'-indene]-2-carboxylic acid). Yield: 86.2%. RXN SMILES: C([O:3][C:4]([CH:6]1[C:8]2([C:16]3[C:11](=[CH:12][CH:13]=[CH:14][CH:15]=3)[C:10]([Cl:17])=[CH:9]2)[C:7]1([CH3:19])[CH3:18])=[O:5])C.[OH-].[K+]>C(O)C.O>[Cl:17][C:10]1[C:11]2[C:16](=[CH:15][CH:14]=[CH:13][CH:12]=2)[C:8]2([C:7]([CH3:18])([CH3:19])[CH:6]2[C:4]([OH:5])=[O:3])[CH:9]=1 |f:1.2|. Reported procedure: A solution of 3'-chloro-3,3-dimethyl-spiro[cyclopropane-1,1'-indene]-2-carboxylic acid ethyl ester (2.0 g; 0.007 mole) in ethanol (10 ml) is added to a mixture of 50% aqueous potassium hydroxide (1.2 ml) and water (1.2 ml), and the mixture is heated at reflux for 11/2 hours, then cooled down, diluted with water and extracted with ether. The aqueous phase is then made acid with concentrated hydrochloric acid and extracted with ether. The ethereal extract is washed with water, saturated salt solut... Starting materials: CC1([C@@H](N2[C@H](S1)[C@@H](C2=O)NC(=O)CC=3C=CC=CC3)C(=O)O)C (penicillin G), C(C)C(C(=O)O)C(C#C)NC(CC1=CC=CC=C1)=O (Racemic ethyl 3-(phenylacetamido)-4-pentynoic acid), [OH-].[Na+] (sodium hydroxide). The solvent is P(=O)([O-])([O-])[O-] (phosphate). Reaction conditions: time 48 hour. Yields the product amide, C(C)[C@H](C(=O)O)C(C#C)NC(CC1=CC=CC=C1)=O ((S)-ethyl-3-(phenylacetamido)-4-pentynoic acid). As a reaction SMILES: [CH2:1]([CH:3]([CH:7]([NH:10][C:11](=[O:19])[CH2:12][C:13]1[CH:18]=[CH:17][CH:16]=[CH:15][CH:14]=1)[C:8]#[CH:9])[C:4]([OH:6])=[O:5])[CH3:2].[OH-].[Na+].CC1(C)S[C@@H]2[C@H](NC(CC3C=CC=CC=3)=O)C(=O)N2[C@H]1C(O)=O>P([O-])([O-])([O-])=O>[CH2:1]([C@@H:3]([CH:7]([NH:10][C:11](=[O:19])[CH2:12][C:13]1[CH:14]=[CH:15][CH:16]=[CH:17][CH:18]=1)[C:8]#[CH:9])[C:4]([OH:6])=[O:5])[CH3:2] |f:1.2|. Reported procedure: Racemic ethyl 3-(phenylacetamido)-4-pentynoic acid (400 mg) was suspended in phosphate buffer (100 mL, 0.01 molar, prepared from 0.1 molar pH 7.24 solution obtained from sigma). The pH of the solution was adjusted between 8.0 to 8.2 using dilute sodium hydroxide. Under slow stirring, 100 units of immobilized penicillin G acylase (Boehringer-Mannheim) was added. The reaction mixture was stirred at room temperature for 48 hours, the pH was adjusted to 3.0, and then extracted with ethyl acetate (3×...